This data is from the Open Reaction Database (ORD), a public repository of structured organic reaction records. The task is: describe an organic reaction: reactants, conditions, products, and yield Starting materials: solution, C[Mg]Br (methylmagnesium bromide), ClC1=CC=C(C=C1)C(=O)C1C(C1)C#N (2-[(4-Chlorophenyl)carbonyl]cyclopropanecarbonitrile). Run in C(C)OCC (diethyl ether), C(C)OCC (diethyl ether). Conditions: time 8 hour. Yields the product ClC1=CC=C(C=C1)C(C)(O)C1C(C1)C#N (2-[1-(4-Chlorophenyl)-1-hydroxyethyl]cyclopropanecarbonitrile). As a reaction SMILES: [Cl:1][C:2]1[CH:7]=[CH:6][C:5]([C:8]([CH:10]2[CH2:12][CH:11]2[C:13]#[N:14])=[O:9])=[CH:4][CH:3]=1.[CH3:15][Mg]Br>C(OCC)C>[Cl:1][C:2]1[CH:3]=[CH:4][C:5]([C:8]([CH:10]2[CH2:12][CH:11]2[C:13]#[N:14])([OH:9])[CH3:15])=[CH:6][CH:7]=1. Procedure: 714 mg of the compound from Example 74A with a purity of 54% (1.89 mmol) were introduced into 7 ml of diethyl ether at RT, 0.94 ml (2.83 mmol) of a 3N solution of methylmagnesium bromide in diethyl ether was added, and the mixture was stirred at RT overnight. The reaction mixture was added to a saturated, ice-cold aqueous ammonium chloride solution, the phases were separated, the aqueous phase was extracted with dichloromethane, and the combined organic phases were dried over magnesium sulfate, ... Reactants: CC1=C(N)C=CC(=C1)F (2-methyl-4-fluoroaniline), CC1N(CCC2=CC=CC=C12)C1=NC(=C2C(N1)=CC=C2)Cl (2-(1-methyl-1,2,3,4-tetrahydroisoquinolin-2-yl)-4-chlorocyclopenta[d]pyrimidine). Solvent: CN(C=O)C (dimethylformamide). Product: Cl.CC1=C(C=CC(=C1)F)NC1=C2C(NC(=N1)N1C(C3=CC=CC=C3CC1)C)=CC=C2 (4-(2-Methyl-4-fluorophenylamino)-2-(1-methyl-1,2,3,4-tetrahydroisoquinolin-2-yl)cyclopenta[d]pyrimidine hydrochloride). Yield: 11.8%. As a reaction SMILES: [CH3:1][C:2]1[CH:8]=[C:7]([F:9])[CH:6]=[CH:5][C:3]=1[NH2:4].[CH3:10][CH:11]1[C:20]2[C:15](=[CH:16][CH:17]=[CH:18][CH:19]=2)[CH2:14][CH2:13][N:12]1[C:21]1[NH:26][C:25]2=[CH:27][CH:28]=[CH:29][C:24]2=[C:23]([Cl:30])[N:22]=1>CN(C)C=O>[ClH:30].[CH3:1][C:2]1[CH:8]=[C:7]([F:9])[CH:6]=[CH:5][C:3]=1[NH:4][C:23]1[N:22]=[C:21]([N:12]2[CH2:13][CH2:14][C:15]3[C:20](=[CH:19][CH:18]=[CH:17][CH:16]=3)[CH:11]2[CH3:10])[NH:26][C:25]2=[CH:27][CH:28]=[CH:29][C:24]=12 |f:3.4|. Reported procedure: After 2-methyl-4-fluoroaniline(0.46 ml, 4.2 mmol) was added to a mixture solution of 2-(1-methyl-1,2,3,4-tetrahydroisoquinolin-2-yl)-4-chlorocyclopenta[d]pyrimidine(0.6 g, 2.0 mmol) and dimethylformamide(10 ml), 0.10 g of the titled compound was obtained in accordance with the same procedure as in Step 4 of Example 57. Reactants: O=C(n1ccnc1)n1ccnc1, Fc1ccc(N2CCNCC2)cc1, NCCN1CCCC1, C1CCOC1. Yields the product O=C(NCCN1CCCC1)N1CCN(c2ccc(F)cc2)CC1. As a reaction SMILES: [C:1](=[O:2])([n:3]1[cH:4][cH:5][n:6][cH:7]1)[n:8]1[cH:9][cH:10][n:11][cH:12]1.[F:21][c:22]1[cH:23][cH:24][c:25]([N:28]2[CH2:29][CH2:30][NH:31][CH2:32][CH2:33]2)[cH:26][cH:27]1.[NH2:13][CH2:14][CH2:15][N:16]1[CH2:17][CH2:18][CH2:19][CH2:20]1.[O:34]1[CH2:35][CH2:36][CH2:37][CH2:38]1>>[C:1](=[O:2])([NH:13][CH2:14][CH2:15][N:16]1[CH2:17][CH2:18][CH2:19][CH2:20]1)[N:31]1[CH2:30][CH2:29][N:28]([c:25]2[cH:24][cH:23][c:22]([F:21])[cH:27][cH:26]2)[CH2:33][CH2:32]1. The reactants are NC=1C=NC=CC1N (3,4-diaminopyridine), C(C)(=O)OC(C)=O (acetic anhydride). Reaction conditions: temperature 100 celsius. The product is CC=1NC2=C(C=NC=C2)N1 (2-Methylimidazo[4,5-c]pyridine). As a reaction SMILES: [NH2:1][C:2]1[CH:3]=[N:4][CH:5]=[CH:6][C:7]=1[NH2:8].[C:9](OC(=O)C)(=O)[CH3:10]>>[CH3:9][C:10]1[NH:8][C:7]2[CH:6]=[CH:5][N:4]=[CH:3][C:2]=2[N:1]=1. Procedure details: A mixture of 3,4-diaminopyridine (20.0 g, 183 mmol) and acetic anhydride (360 ml) was heated at 100° C. for 16 hours. The excess reagent was removed under reduced pressure, and the residue was purified by flash chromatography eluting with ethyl acetate:methanol, 3:1. The product was a brown solid, (15.5 g, 64%).